From a dataset of the Open Reaction Database (ORD), a public repository of structured organic reaction records. describe an organic reaction: reactants, conditions, products, and yield Reaction conditions: time 19 hour. Solvent: C1CCOC1 (THF), C([O-])(O)=O.[Na+] (sodium bicarbonate). Reactants: N(=NC(=O)OC(C)C)C(=O)OC(C)C (diisopropyl azodicarboxylate), BrC=1C=C2C(=NC1)NC(C2(F)F)=O (5-Bromo-3,3-difluoro-1H-pyrrolo[2,3-b]pyridin-2(3H)-one), C(C)(C)(C)OC(N[C@@H]1C[C@@H](C1)O)=O (tert-butyl(cis-3-hydroxycyclobutyl)carbamate), C1(=CC=CC=C1)P(C1=CC=CC=C1)C1=CC=CC=C1 (triphenylphosphine). Product: C(C)(C)(C)OC(N[C@@H]1C[C@H](C1)N1C(C(C=2C1=NC=C(C2)Br)(F)F)=O)=O (tert-butyl(trans-3-(5-bromo-3,3-difluoro-2-oxo-2,3-dihydro-1H-pyrrolo[2,3-b]pyridin-1-yl)cyclobutyl)carbamate). As a reaction SMILES: [Br:1][C:2]1[CH:3]=[C:4]2[C:10]([F:12])([F:11])[C:9](=[O:13])[NH:8][C:5]2=[N:6][CH:7]=1.[C:14]([O:18][C:19](=[O:26])[NH:20][C@H:21]1[CH2:24][C@@H:23](O)[CH2:22]1)([CH3:17])([CH3:16])[CH3:15].C1(P(C2C=CC=CC=2)C2C=CC=CC=2)C=CC=CC=1.N(C(OC(C)C)=O)=NC(OC(C)C)=O>C1COCC1.C(=O)(O)[O-].[Na+]>[C:14]([O:18][C:19](=[O:26])[NH:20][C@H:21]1[CH2:22][C@H:23]([N:8]2[C:5]3=[N:6][CH:7]=[C:2]([Br:1])[CH:3]=[C:4]3[C:10]([F:12])([F:11])[C:9]2=[O:13])[CH2:24]1)([CH3:17])([CH3:15])[CH3:16] |f:5.6|. Yield: 23.9%. Procedure: 5-Bromo-3,3-difluoro-1H-pyrrolo[2,3-b]pyridin-2(3H)-one (1.19 g, 4.78 mmol), tert-butyl(cis-3-hydroxycyclobutyl)carbamate (0.895 g, 4.78 mmol), and triphenylphosphine (1.88 g, 7.17 mmol) were mixed in THF (18 mL) under an argon atmosphere. The mixture was cooled to 0° C. before diisopropyl azodicarboxylate (1.409 mL, 7.17 mmol) was added dropwise via syringe. The reaction mixture was warmed to room temperature and stirred for 19 h. The reaction mixture was diluted with saturated aqueous sodium b... As a reaction SMILES: O.[OH-].[Li+].C([O:6][C:7](=[O:34])[CH:8]([O:31][CH2:32][CH3:33])[CH2:9][C:10]1[CH:15]=[CH:14][CH:13]=[C:12]([O:16][CH2:17][CH2:18][CH2:19][C:20]2[CH:25]=[CH:24][C:23]([O:26][S:27]([CH3:30])(=[O:29])=[O:28])=[CH:22][CH:21]=2)[CH:11]=1)C>O.O1CCCC1>[CH2:32]([O:31][CH:8]([CH2:9][C:10]1[CH:15]=[CH:14][CH:13]=[C:12]([O:16][CH2:17][CH2:18][CH2:19][C:20]2[CH:21]=[CH:22][C:23]([O:26][S:27]([CH3:30])(=[O:28])=[O:29])=[CH:24][CH:25]=2)[CH:11]=1)[C:7]([OH:34])=[O:6])[CH3:33] |f:0.1.2|. Isolated yield 109.3%. Solvent: O (water), O1CCCC1 (tetrahydrofuran), O1CCCC1 (tetrahydrofuran). The product is C(C)OC(C(=O)O)CC1=CC(=CC=C1)OCCCC1=CC=C(C=C1)OS(=O)(=O)C (2-ethoxy-3-[3-(3-{4-methanesulfonyloxyphenyl}propoxy)phenyl]propanoic acid). The reactants are O.[OH-].[Li+] (Lithium hydroxide hydrate), C(C)OC(C(CC1=CC(=CC=C1)OCCCC1=CC=C(C=C1)OS(=O)(=O)C)OCC)=O (2-ethoxy-3-{3-[3-(4-methanesulfonyloxyphenyl)propoxy]phenyl}propanoic acid ethyl ester). Procedure details: Lithium hydroxide hydrate (91.1 mg; 2.7 mmole) in water (6.6 ml) was slowly added to a solution of 2-ethoxy-3-{3-[3-(4-methanesulfonyloxyphenyl)propoxy]phenyl}propanoic acid ethyl ester (described in Example 12d) (0.889 g; 1.97 mmole) in tetrahydrofuran (9 ml). After stirring at room temperature for 5 hours tetrahydrofuran was removed by evaporation in vacuo. The residue was washed with diethyl ether and ethyl acetate. The water phase was acidified with potassium hydrogen sulfate (1M), and extra... The reactants are methanolic solution, C[O-].[Na+] (sodium methoxide), SC1=NC=NC2=CC=CC=C12 (4-mercaptoquinazoline), Cl.ClCC1=NC=CC(=C1)C (2-chloromethyl-4-methylpyridine hydrochloride), O (water). Run in CO (methanol). Conditions: time 5 hour. Product: CC1=CC(=NC=C1)CSC1=NC=NC2=CC=CC=C12 (4-[(4-Methylpyridin-2-yl)methylthio]-quinazoline). The yield is 22.3%. RXN SMILES: C[O-].[Na+].[SH:4][C:5]1[C:14]2[C:9](=[CH:10][CH:11]=[CH:12][CH:13]=2)[N:8]=[CH:7][N:6]=1.Cl.Cl[CH2:17][C:18]1[CH:23]=[C:22]([CH3:24])[CH:21]=[CH:20][N:19]=1.O>CO>[CH3:24][C:22]1[CH:21]=[CH:20][N:19]=[C:18]([CH2:17][S:4][C:5]2[C:14]3[C:9](=[CH:10][CH:11]=[CH:12][CH:13]=3)[N:8]=[CH:7][N:6]=2)[CH:23]=1 |f:0.1,3.4|. Reported procedure: 13 ml of 28% methanolic solution of sodium methoxide were added to a solution of 5.0 g of 4-mercaptoquinazoline and 5.5 g of 2-chloromethyl-4-methylpyridine hydrochloride in 50 ml of methanol and stirred at room temperature for 5 hours. A reaction solution was poured into water and extracted with chloroform. The chloroform layer was washed with an aqueous sodium carbonate solution, dried over sodium sulfate and distilled off under reduced pressure. The residue was purified by silica gel column c... RXN SMILES: [BH4-:16].[C:1]([CH3:2])(=[O:3])[CH:4]([C:5](=[O:6])[O:7][CH3:8])[CH2:9][c:10]1[cH:11][cH:12][cH:13][cH:14][cH:15]1.[CH3:19][OH:20].[ClH:18].[Na+:17]>>[CH:1]([CH3:2])([OH:3])[CH:4]([C:5](=[O:6])[O:7][CH3:8])[CH2:9][c:10]1[cH:11][cH:12][cH:13][cH:14][cH:15]1. The product is COC(=O)C(Cc1ccccc1)C(C)O. The reactants are [BH4-], COC(=O)C(Cc1ccccc1)C(C)=O, CO, Cl, [Na+]. Starting materials: O=C(Cl)c1ccncc1, Cc1ccccc1, Nc1c(O)cccc1C(=O)O, c1ccncc1. RXN SMILES: [C:18]([c:19]1[cH:20][cH:21][n:22][cH:23][cH:24]1)(=[O:25])[Cl:26].[CH3:27][c:28]1[cH:29][cH:30][cH:31][cH:32][cH:33]1.[NH2:1][c:2]1[c:3]([OH:4])[cH:5][cH:6][cH:7][c:8]1[C:9]([OH:10])=[O:11].[cH:12]1[cH:13][cH:14][n:15][cH:16][cH:17]1>>[NH:1]([c:2]1[c:3]([OH:4])[cH:5][cH:6][cH:7][c:8]1[C:9]([OH:10])=[O:11])[C:18]([c:19]1[cH:20][cH:21][n:22][cH:23][cH:24]1)=[O:25]. Product: O=C(Nc1c(O)cccc1C(=O)O)c1ccncc1. Starting materials: solution, Cl (hydrogen chloride), CN(C)CCCOC1=C(C=CC=C1)CCCCC1=C(C=CC=C1)OC (N,N-dimethyl-3-{2-[4-(2-methoxyphenyl)butyl]phenoxy}propylamine). Solvent: O1CCOCC1 (dioxane), C(C)(=O)OCC (ethyl acetate). Yields the product Cl.CN(C)CCCOC1=C(C=CC=C1)CCCCC1=C(C=CC=C1)OC (N,N-Dimethyl-3-{2-[4-(2-methoxyphenyl)butyl]phenoxy}propylamine hydrochloride). The yield is 48.0%. Reaction SMILES: [ClH:1].[CH3:2][N:3]([CH2:5][CH2:6][CH2:7][O:8][C:9]1[CH:14]=[CH:13][CH:12]=[CH:11][C:10]=1[CH2:15][CH2:16][CH2:17][CH2:18][C:19]1[CH:24]=[CH:23][CH:22]=[CH:21][C:20]=1[O:25][CH3:26])[CH3:4]>O1CCOCC1.C(OCC)(=O)C>[ClH:1].[CH3:4][N:3]([CH2:5][CH2:6][CH2:7][O:8][C:9]1[CH:14]=[CH:13][CH:12]=[CH:11][C:10]=1[CH2:15][CH2:16][CH2:17][CH2:18][C:19]1[CH:24]=[CH:23][CH:22]=[CH:21][C:20]=1[O:25][CH3:26])[CH3:2] |f:4.5|. Procedure: Following a procedure similar to that described in Example 1(c), 0.24 ml of a 4N solution of hydrogen chloride in dioxane was added to a solution of 227 mg of N,N-dimethyl-3-{2-[4-(2-methoxyphenyl)butyl]phenoxy}propylamine [prepared as described in step (a) above] in 5 ml of ethyl acetate. The crystals which precipitated were collected by filtration and dried in vacuo, to give 120 mg (yield 48%) of the title compound as colorless crystals, melting at 130°14 133° C. Reactants: O.O.O.C(C)(=O)[O-].[Na+] (sodium acetate trihydrate), ClC1=C(CCl)C=CC(=C1)Cl (2,4-dichlorobenzyl chloride), Cl (HCl), S(=O)(C1=CC=C(C=C1)N)(=O)O (sulfanilic acid). Run in C(C)#N (acetonitrile), C(C)#N (acetonitrile), O (water). The product is ClC1=C(C=CC(=C1)Cl)CNC1=CC=C(C=C1)S(=O)(=O)O (4-(((2,4-dichlorophenyl)methyl)amino)benzenesulfonic acid). Isolated yield 55.3%. As a reaction SMILES: [S:1]([OH:11])(=[O:10])([C:3]1[CH:8]=[CH:7][C:6]([NH2:9])=[CH:5][CH:4]=1)=[O:2].O.O.O.C([O-])(=O)C.[Na+].[Cl:20][C:21]1[CH:28]=[C:27]([Cl:29])[CH:26]=[CH:25][C:22]=1[CH2:23]Cl.Cl>O.C(#N)C>[Cl:20][C:21]1[CH:28]=[C:27]([Cl:29])[CH:26]=[CH:25][C:22]=1[CH2:23][NH:9][C:6]1[CH:5]=[CH:4][C:3]([S:1]([OH:11])(=[O:10])=[O:2])=[CH:8][CH:7]=1 |f:1.2.3.4.5|. Procedure details: To a mixture of 52.0 g (0.30 mole) of sulfanilic acid in 225 ml of warm water was added 83 g (0.61 mole) of sodium acetate trihydrate and 75 ml of acetonitrile. Then a solution of 37.1 g (0.19 mole) of 2,4-dichlorobenzyl chloride in 75 ml of acetonitrile was added and the resulting solution refluxed for 31/2 hrs, followed by the dropwise addition of 50 ml of conc. HCl while simultaneously removing 75 ml of acetonitrile by distillation. The reaction mixture was filtered while hot (80° C.) and the... The solvent is C(C)(=O)OCC (ethyl acetate), C1CCOC1 (THF). Isolated yield 75.2%. Yields the product NC1=NC(=CC(=C1C#N)C1CN(CCC1)C(=O)OC(C)(C)C)C1=C(C=CC=C1O)O (tert-butyl 3-[2-amino-3-cyano-6-(2,6-dihydroxy-phenyl)-4-pyridinyl]-1-piperidinecarboxylate). Conditions: time 2 day. The reagents and catalysts are [Pd] (Pd/C). Procedure: A suspension of tert-butyl 3-{2-amino-6-[2,6-bis(benzyloxy)phenyl]-3-cyano-4-pyridinyl}-1-piperidinecarboxylate (3.46 g, 5.9 mmol) and Pd/C (10%, 600 mg) in ethyl acetate (50 mL) including acetic acid (5 mL) was stirred for 2 days at room temperature under a hydrogen atmosphere. The reaction mixture was diluted with THF (200 mL) and filtered through Celite®. The filtrate was concentrated under reduced pressure. The residue was washed with ethyl acetate and hexane, and dried under reduced pressur... As a reaction SMILES: [NH2:1][C:2]1[C:7]([C:8]#[N:9])=[C:6]([CH:10]2[CH2:15][CH2:14][CH2:13][N:12]([C:16]([O:18][C:19]([CH3:22])([CH3:21])[CH3:20])=[O:17])[CH2:11]2)[CH:5]=[C:4]([C:23]2[C:28]([O:29]CC3C=CC=CC=3)=[CH:27][CH:26]=[CH:25][C:24]=2[O:37]CC2C=CC=CC=2)[N:3]=1.C(O)(=O)C>C(OCC)(=O)C.C1COCC1.[Pd]>[NH2:1][C:2]1[C:7]([C:8]#[N:9])=[C:6]([CH:10]2[CH2:15][CH2:14][CH2:13][N:12]([C:16]([O:18][C:19]([CH3:22])([CH3:21])[CH3:20])=[O:17])[CH2:11]2)[CH:5]=[C:4]([C:23]2[C:28]([OH:29])=[CH:27][CH:26]=[CH:25][C:24]=2[OH:37])[N:3]=1. The reactants are NC1=NC(=CC(=C1C#N)C1CN(CCC1)C(=O)OC(C)(C)C)C1=C(C=CC=C1OCC1=CC=CC=C1)OCC1=CC=CC=C1 (tert-butyl 3-{2-amino-6-[2,6-bis(benzyloxy)phenyl]-3-cyano-4-pyridinyl}-1-piperidinecarboxylate), C(C)(=O)O (acetic acid). Starting materials: CC(C)(C)Oc1cccc(CC2NC(=O)OC2c2ccc(F)cc2)c1, CCO, [Na+], [OH-]. Product: CC(C)(C)Oc1cccc(CC(N)C(O)c2ccc(F)cc2)c1. Reaction SMILES: [C:1]([CH3:2])([CH3:3])([CH3:4])[O:5][c:6]1[cH:7][c:8]([CH2:9][CH:10]2[NH:11][C:12](=[O:22])[O:13][CH:14]2[c:15]2[cH:16][cH:17][c:18]([F:21])[cH:19][cH:20]2)[cH:23][cH:24][cH:25]1.[CH3:28][CH2:29][OH:30].[Na+:27].[OH-:26]>>[C:1]([CH3:2])([CH3:3])([CH3:4])[O:5][c:6]1[cH:7][c:8]([CH2:9][CH:10]([NH2:11])[CH:14]([OH:13])[c:15]2[cH:16][cH:17][c:18]([F:21])[cH:19][cH:20]2)[cH:23][cH:24][cH:25]1.